This data is from the Open Reaction Database (ORD), a public repository of structured organic reaction records. The task is: describe an organic reaction: reactants, conditions, products, and yield Starting materials: ClC1=C(C=C(C(=C1)F)[N+](=O)[O-])F (1-Chloro-2,5-difluoro-4-nitrobenzene). Reagents/catalysts: [Fe] (iron). The solvent is C(C)(=O)O (acetic acid), 1L. Yields the product ClC1=CC(=C(N)C=C1F)F (4-chloro-2,5-difluoroaniline). RXN SMILES: [Cl:1][C:2]1[CH:7]=[C:6]([F:8])[C:5]([N+:9]([O-])=O)=[CH:4][C:3]=1[F:12]>C(O)(=O)C.[Fe]>[Cl:1][C:2]1[C:3]([F:12])=[CH:4][C:5]([NH2:9])=[C:6]([F:8])[CH:7]=1. Reported procedure: 1-Chloro-2,5-difluoro-4-nitrobenzene (XXXVIII) (17.5 g) was dissolved in acetic acid (150 ml) in a 1L 3-neck round bottom flask equipped with cooling condenser. To it iron powder (35.0 g) was added slowly while the solution was stirred by an overhead stirrer. The reaction was exothermic which occurred in less than 30 min and generated much heat that was absorbed by a cooling bath. After that, ethyl acetate (300 ml) was added and the mixture filtered. The solution was washed with water and dried ... Starting materials: (NH4)2Fe(SO4)2, BrC1=C(C(=C(C=C1)OC)[N+](=O)[O-])C (1-bromo-4-methoxy-2-methyl-3-nitrobenzene). The solvent is O (H2O), [NH4+].[OH-] (NH4OH), CCOCC (Et2O). The product is BrC=1C(=C(C(=CC1)OC)N)C (3-Bromo-6-methoxy-2-methyl-phenylamine), solid. The yield is 56.0%. Reaction SMILES: [Br:1][C:2]1[CH:7]=[CH:6][C:5]([O:8][CH3:9])=[C:4]([N+:10]([O-])=O)[C:3]=1[CH3:13]>[NH4+].[OH-].O.CCOCC>[Br:1][C:2]1[C:3]([CH3:13])=[C:4]([NH2:10])[C:5]([O:8][CH3:9])=[CH:6][CH:7]=1 |f:1.2|. Procedure: To a stirring mixture of 1-bromo-4-methoxy-2-methyl-3-nitrobenzene (2.0 g, 8.13 mmol, see Tet. Lett., 2002, 43, 1063) in NH4OH (40 ml) was added a solution of (NH4)2Fe(SO4)2 (19.1 g, 48.8 mmol) in H2O (40 ml). The reaction mixture was stirred at reflux for 4 hours, cooled to room temperature, diluted with Et2O (120 ml), and filtered through celite. The filter cake was washed with Et2O. The aqueous layer was extracted with Et2O (50 ml). The combined organic layers were concentrated, and the resid... Starting materials: [Al+3], CCOC(=O)c1cc2cc(Cl)ncc2[nH]1, [H-], [H-], [H-], [H-], [Li+], C1CCOC1. The product is OCc1cc2cc(Cl)ncc2[nH]1. As a reaction SMILES: [Al+3:2].[Cl:7][c:8]1[cH:9][c:10]2[c:11]([cH:12][n:13]1)[nH:14][c:15]([C:17](=[O:18])[O:19][CH2:20][CH3:21])[cH:16]2.[H-:1].[H-:4].[H-:5].[H-:6].[Li+:3].[O:22]1[CH2:23][CH2:24][CH2:25][CH2:26]1>>[Cl:7][c:8]1[cH:9][c:10]2[c:11]([cH:12][n:13]1)[nH:14][c:15]([CH2:17][OH:18])[cH:16]2. Reported procedure: A solution of 35.5 g (0.50 mol) of methoxyacetonitrile in 29 mL (23 g, 0.50 mol) of ethanol and 30 mL of absolute diethylether was cooled to 0° C. and over 1 hour 22.5 g (0.62 mol) of hydrogen chloride gas was introduced, whilst towards the end of the introduction of gas the reaction product crystallized out. To complete the precipitation 130 mL of diethylether were added and the colorless needles were filtered off. Yield: 66.4 g (86% of theory); melting point: 117° C.-118° C. RXN SMILES: [CH3:1][O:2][CH2:3][C:4]#[N:5].C([OH:8])C.[ClH:9].[CH2:10]([O:12][CH2:13]C)C>>[ClH:9].[CH3:10][O:12][CH2:13][C:1]([O:2][CH2:3][CH:4]=[NH:5])=[O:8] |f:4.5|. Starting materials: COCC#N (methoxyacetonitrile), C(C)O (ethanol), Cl (hydrogen chloride), C(C)OCC (diethylether). Yields the product Cl.COCC(=O)OCC=N (Iminoethyl Methoxyacetate Hydrochloride). Reactants: ClC1=NC(=NC(=C1)N1[C@@H](COCC1)CC)NC (4-Chloro-6-[(3R)-3-ethyl-4-morpholinyl]-N-methyl-2-pyrimidinamine), C(=O)([O-])[O-].[K+].[K+] (K2CO3), C(#N)C1=C(C=C(C=C1)B(O)O)F ((4-cyano-3-fluorophenyl)boronic acid), C(Cl)Cl (CH2Cl2). Reagents/catalysts: C1=CC=C(C=C1)P([C-]2C=CC=C2)C3=CC=CC=C3.C1=CC=C(C=C1)P([C-]2C=CC=C2)C3=CC=CC=C3.Cl[Pd]Cl.[Fe+2] (PdCl2(dppf)). The solvent is O1CCOCC1 (1,4-dioxane). Conditions: temperature 140 celsius. The product is C(C)[C@H]1N(CCOC1)C1=CC(=NC(=N1)NC)C1=CC(=C(C#N)C=C1)F (4-[6-[(3R)-3-Ethyl-4-morpholinyl]-2-(methylamino)-4-pyrimidinyl]-2-fluorobenzonitrile). Isolated yield 139.5%. RXN SMILES: Cl[C:2]1[CH:7]=[C:6]([N:8]2[CH2:13][CH2:12][O:11][CH2:10][C@H:9]2[CH2:14][CH3:15])[N:5]=[C:4]([NH:16][CH3:17])[N:3]=1.[C:18]([C:20]1[CH:25]=[CH:24][C:23](B(O)O)=[CH:22][C:21]=1[F:29])#[N:19].C(Cl)Cl.C([O-])([O-])=O.[K+].[K+]>C1C=CC(P(C2C=CC=CC=2)[C-]2C=CC=C2)=CC=1.C1C=CC(P(C2C=CC=CC=2)[C-]2C=CC=C2)=CC=1.Cl[Pd]Cl.[Fe+2].O1CCOCC1>[CH2:14]([C@@H:9]1[CH2:10][O:11][CH2:12][CH2:13][N:8]1[C:6]1[N:5]=[C:4]([NH:16][CH3:17])[N:3]=[C:2]([C:23]2[CH:24]=[CH:25][C:20]([C:18]#[N:19])=[C:21]([F:29])[CH:22]=2)[CH:7]=1)[CH3:15] |f:3.4.5,6.7.8.9|. Procedure: 4-Chloro-6-[(3R)-3-ethyl-4-morpholinyl]-N-methyl-2-pyrimidinamine (250 mg, 0.974 mmol) was added to a 20 mL microwave vial, followed by (4-cyano-3-fluorophenyl)boronic acid (209 mg, 1.266 mmol), PdCl2(dppf).CH2Cl2 adduct (39.8 mg, 0.049 mmol), 2M K2CO3 (1.461 mL, 2.92 mmol) and 1,4-dioxane (4 mL). The mixture was heated to 140° C. for 10 minutes. The reaction mixture was filtered through a silica plug and washed with EtOAc (3×). The filtrate was then washed with H2O (2×) and the organic layer wa...